This data is from the Open Reaction Database (ORD), a public repository of structured organic reaction records. The task is: describe an organic reaction: reactants, conditions, products, and yield Reactants: C1(=CC=CC=C1)CC(=O)N[C@@H](C)C(=O)O (N-(phenylacetyl)-L-alanine), solid, Cl.COC([C@@H](N)CC(C)C)=O (L-leucine methyl ester hydrochloride). The solvent is EtOAc hexanes. The product is COC([C@@H](NC([C@@H](NC(CC1=CC=CC=C1)=O)C)=O)CC(C)C)=O (N-[N-(Phenylacetyl)-L-alaninyl]-L-leucine Methyl Ester). As a reaction SMILES: [C:1]1([CH2:7][C:8]([NH:10][C@H:11]([C:13]([OH:15])=O)[CH3:12])=[O:9])[CH:6]=[CH:5][CH:4]=[CH:3][CH:2]=1.Cl.[CH3:17][O:18][C:19](=[O:26])[C@H:20]([CH2:22][CH:23]([CH3:25])[CH3:24])[NH2:21]>>[CH3:17][O:18][C:19](=[O:26])[C@H:20]([CH2:22][CH:23]([CH3:25])[CH3:24])[NH:21][C:13](=[O:15])[C@H:11]([CH3:12])[NH:10][C:8](=[O:9])[CH2:7][C:1]1[CH:2]=[CH:3][CH:4]=[CH:5][CH:6]=1 |f:1.2|. Procedure details: Following General Procedure A and using N-(phenylacetyl)-L-alanine (from Example B1 above) and L-leucine methyl ester hydrochloride (Aldrich), the title compound was prepared as a solid (mp=102.5-105° C.). The reaction was monitored by tlc (Rf=0.25 in 50% EtOAc/hexanes). Reactants: COC(=O)C1=Cc2cc(C(=O)c3ccc(Cl)cc3Cl)c(O)cc21, COC(=O)C1=Cc2ccc(OC)cc21, Cl[Al](Cl)Cl. The product is O=C(Cl)c1ccc(Cl)cc1Cl. RXN SMILES: [CH3:19][O:20][C:21]([C:22]1=[CH:30][c:29]2[c:23]1[cH:24][c:25]([OH:26])[c:27]([C:31]([c:32]1[c:33]([Cl:39])[cH:34][c:35]([Cl:38])[cH:36][cH:37]1)=[O:40])[cH:28]2)=[O:41].[CH3:5][O:6][C:7]([C:8]1=[CH:17][c:16]2[c:9]1[cH:10][c:11]([O:12][CH3:13])[cH:14][cH:15]2)=[O:18].[Cl:1][Al:2]([Cl:3])[Cl:4]>>[Cl:1][C:31]([c:32]1[c:33]([Cl:39])[cH:34][c:35]([Cl:38])[cH:36][cH:37]1)=[O:40].